This data is from the Open Reaction Database (ORD), a public repository of structured organic reaction records. The task is: describe an organic reaction: reactants, conditions, products, and yield Reactants: BrC1=C(OC(C2=CC=CC=C12)=O)C(C)O (4-Bromo-3-(1-hydroxyethyl)-1H-isochromen-1-one), BrC1=C(OC(C2=CC=CC=C12)=O)C(C)O (4-Bromo-3-(1-hydroxyethyl)-1H-isochromen-1-one), CN1CC(OB(OC(C1)=O)C1=CN=CS1)=O (6-methyl-2-(thiazol-5-yl)-1,3,6,2-dioxazaborocane-4,8-dione), C(=O)([O-])[O-].[Cs+].[Cs+] (Cs2CO3), CN1CC(OB(OC(C1)=O)C1=CN=CS1)=O (6-methyl-2-(thiazol-5-yl)-1,3,6,2-dioxazaborocane-4,8-dione), C(=O)([O-])[O-].[Cs+].[Cs+] (Cs2CO3). The yield is 100.3%. RXN SMILES: Br[C:2]1[C:11]2[C:6](=[CH:7][CH:8]=[CH:9][CH:10]=2)[C:5](=[O:12])[O:4][C:3]=1[CH:13]([OH:15])[CH3:14].CN1CC(=O)OB([C:26]2[S:30][CH:29]=[N:28][CH:27]=2)OC(=O)C1.C([O-])([O-])=O.[Cs+].[Cs+]>CN(C=O)C.C1C=CC([P]([Pd]([P](C2C=CC=CC=2)(C2C=CC=CC=2)C2C=CC=CC=2)([P](C2C=CC=CC=2)(C2C=CC=CC=2)C2C=CC=CC=2)[P](C2C=CC=CC=2)(C2C=CC=CC=2)C2C=CC=CC=2)(C2C=CC=CC=2)C2C=CC=CC=2)=CC=1>[OH:15][CH:13]([C:3]1[O:4][C:5](=[O:12])[C:6]2[C:11]([C:2]=1[C:26]1[S:30][CH:29]=[N:28][CH:27]=1)=[CH:10][CH:9]=[CH:8][CH:7]=2)[CH3:14] |f:2.3.4,^1:46,48,67,86|. Solvent: CN(C)C=O (DMF). Reported procedure: 4-Bromo-3-(1-hydroxyethyl)-1H-isochromen-1-one (Intermediate A2, 0.1 g, 0.372 mmol), 6-methyl-2-(thiazol-5-yl)-1,3,6,2-dioxazaborocane-4,8-dione (0.134 g, 0.56 mmol), Pd(PPh3)4 (0.021 g, 0.019 mmol) and Cs2CO3 (0.182 g, 0.56 mmol) in DMF (1 mL) were heated under microwave irradiation at 120° C. for 1 hrs and 15 min. Then, further 6-methyl-2-(thiazol-5-yl)-1,3,6,2-dioxazaborocane-4,8-dione (0.134 g, 0.56 mmol), Pd(PPh3)4 (0.021 g, 0.019 mmol) and Cs2CO3 (0.182 g, 0.56 mmol) were added and then re... The reagents and catalysts are C=1C=CC(=CC1)[P](C=2C=CC=CC2)(C=3C=CC=CC3)[Pd]([P](C=4C=CC=CC4)(C=5C=CC=CC5)C=6C=CC=CC6)([P](C=7C=CC=CC7)(C=8C=CC=CC8)C=9C=CC=CC9)[P](C=1C=CC=CC1)(C=1C=CC=CC1)C=1C=CC=CC1 (Pd(PPh3)4), C=1C=CC(=CC1)[P](C=2C=CC=CC2)(C=3C=CC=CC3)[Pd]([P](C=4C=CC=CC4)(C=5C=CC=CC5)C=6C=CC=CC6)([P](C=7C=CC=CC7)(C=8C=CC=CC8)C=9C=CC=CC9)[P](C=1C=CC=CC1)(C=1C=CC=CC1)C=1C=CC=CC1 (Pd(PPh3)4). Product: OC(C)C=1OC(C2=CC=CC=C2C1C1=CN=CS1)=O (3-(1-Hydroxyethyl)-4-(thiazol-5-yl)-1H-isochromen-1-one). The reactants are ClC=1C(=NC=NC1Cl)N (5,6-dichloropyrimidin-4-amine), NCC1CCN(CC1)C(=O)OC(C)(C)C (tert-butyl 4-(aminomethyl)piperidine-1-carboxylate), C1(=CC=C(C=C1)OC1=CC=C(C=C1)B(O)O)C ((4-(p-tolyloxy)phenyl)boronic acid), C(C=C)(=O)Cl (acryloyl chloride). Procedure: 1-(4-(((6-amino-5-(4-(p-tolyloxy)phenyl)pyrimidin-4-yl)amino)methyl)piperidin-1-yl)prop-2-en-1-one was prepared from 5,6-dichloropyrimidin-4-amine, tert-butyl 4-(aminomethyl)piperidine-1-carboxylate, (4-(p-tolyloxy)phenyl)boronic acid, and acryloyl chloride in four steps according to general scheme 2, using methods I, C, D, G. MS: m/z=444 [M+H]+. 1H-NMR (400 MHz, DMSO-d6) δ 8.35 (s, 1H), 7.25 (m, 4H), 7.12 (d, 2H), 7.07 (bs, 1H), 7.04 (t, 2H), 6.93 (bs, 1H), 6.78 (dd, 1H), 6.07 (dd, 1H), 5.64 (d... As a reaction SMILES: Cl[C:2]1[C:3]([NH2:9])=[N:4][CH:5]=[N:6][C:7]=1Cl.[NH2:10][CH2:11][CH:12]1[CH2:17][CH2:16][N:15]([C:18]([O:20]C(C)(C)C)=O)[CH2:14][CH2:13]1.[C:25]1([CH3:41])[CH:30]=[CH:29][C:28]([O:31][C:32]2[CH:37]=[CH:36][C:35](B(O)O)=[CH:34][CH:33]=2)=[CH:27][CH:26]=1.[C:42](Cl)(=O)[CH:43]=C>>[NH2:9][C:3]1[N:4]=[CH:5][N:6]=[C:7]([NH:10][CH2:11][CH:12]2[CH2:13][CH2:14][N:15]([C:18](=[O:20])[CH:42]=[CH2:43])[CH2:16][CH2:17]2)[C:2]=1[C:35]1[CH:36]=[CH:37][C:32]([O:31][C:28]2[CH:29]=[CH:30][C:25]([CH3:41])=[CH:26][CH:27]=2)=[CH:33][CH:34]=1. The product is NC1=C(C(=NC=N1)NCC1CCN(CC1)C(C=C)=O)C1=CC=C(C=C1)OC1=CC=C(C=C1)C (1-(4-(((6-amino-5-(4-(p-tolyloxy)phenyl)pyrimidin-4-yl)amino)methyl)piperidin-1-yl)prop-2-en-1-one). Starting materials: CC(=O)NCCN, C1CCOC1, CCN(C(C)C)C(C)C, O=[N+]([O-])c1ccc(Cl)nc1Cl. Yields the product CC(=O)NCCNc1nc(Cl)ccc1[N+](=O)[O-]. RXN SMILES: [C:21]([CH3:22])(=[O:23])[NH:24][CH2:25][CH2:26][NH2:27].[CH2:28]1[O:29][CH2:30][CH2:31][CH2:32]1.[CH:12]([N:13]([CH2:14][CH3:15])[CH:16]([CH3:17])[CH3:18])([CH3:19])[CH3:20].[Cl:1][c:2]1[n:3][c:4]([Cl:11])[cH:5][cH:6][c:7]1[N+:8](=[O:9])[O-:10]>>[c:2]1([NH:27][CH2:26][CH2:25][NH:24][C:21]([CH3:22])=[O:23])[n:3][c:4]([Cl:11])[cH:5][cH:6][c:7]1[N+:8](=[O:9])[O-:10]. Reactants: [H][H] (hydrogen), Cl (HCl), CC1=NN(C2=CC=CC(=C12)NC(=O)C1=CN=C2N1C=CC(=C2)C2=CCN(CC2)C(=O)OC(C)(C)C)CC2=NC(=CC=C2)C (tert-Butyl 4-(3-(3-methyl-1-((6-methylpyridin-2-yl)methyl)-1H-indazol-4-ylcarbamoyl)imidazo[1,2-a]pyridin-7-yl)-5,6-dihydropyridine-1(2H)-carboxylate). Reagents/catalysts: [Pd] (Pd/C). The solvent is C(C)(C)O (isopropyl alcohol), CO (methanol). The product is Cl.Cl.Cl.CC1=NN(C2=CC=CC(=C12)NC(=O)C1=CN=C2N1C=CC(=C2)C2CCNCC2)CC2=NC(=CC=C2)C (N-(3-methyl-1-((6-methylpyridin-2-yl)methyl)-1H-indazol-4-yl)-7-(piperidin-4-yl)imidazo[1,2-a]pyridine-3-carboxamide Tri-hydrochloride). The yield is 17.0%. Reaction SMILES: [CH3:1][C:2]1[C:10]2[C:5](=[CH:6][CH:7]=[CH:8][C:9]=2[NH:11][C:12]([C:14]2[N:18]3[CH:19]=[CH:20][C:21]([C:23]4[CH2:28][CH2:27][N:26](C(OC(C)(C)C)=O)[CH2:25][CH:24]=4)=[CH:22][C:17]3=[N:16][CH:15]=2)=[O:13])[N:4]([CH2:36][C:37]2[CH:42]=[CH:41][CH:40]=[C:39]([CH3:43])[N:38]=2)[N:3]=1.[ClH:44].[H][H]>CO.C(O)(C)C.[Pd]>[ClH:44].[ClH:44].[ClH:44].[CH3:1][C:2]1[C:10]2[C:5](=[CH:6][CH:7]=[CH:8][C:9]=2[NH:11][C:12]([C:14]2[N:18]3[CH:19]=[CH:20][C:21]([CH:23]4[CH2:28][CH2:27][NH:26][CH2:25][CH2:24]4)=[CH:22][C:17]3=[N:16][CH:15]=2)=[O:13])[N:4]([CH2:36][C:37]2[CH:42]=[CH:41][CH:40]=[C:39]([CH3:43])[N:38]=2)[N:3]=1 |f:6.7.8.9|. Procedure details: tert-Butyl 4-(3-(3-methyl-1-((6-methylpyridin-2-yl)methyl)-1H-indazol-4-ylcarbamoyl)imidazo[1,2-a]pyridin-7-yl)-5,6-dihydropyridine-1(2H)-carboxylate (Example 51; 0.037 g, 0.064 mmol) was dissolved in 6 mL of methanol and 1.3 mL of 6N HCl in isopropyl alcohol. 10% Pd/C (0.075 g) was added and the mixture hydrogenated under a balloon of hydrogen for 2 hours. Celite was added and the mixture was then filtered through GF/F filter paper and the filtrate concentrated under reduced pressure. The crude... Starting materials: ClC=1C=C(C=CC1Cl)[Mg]Br (3,4-dichlorophenyl magnesium bromide), C(C)(C)(C)OC(=O)N1[C@@](CC(C1)O[Si](C)(C)C(C)(C)C)(CCC)C=O ((R)-4-(tert-Butyl-dimethyl-silanyloxy)-2-formyl-2-propyl-pyrrolidine-1-carboxylic acid tert-butyl ester). Product: C(C)(C)(C)OC(=O)N1[C@](CC(C1)O[Si](C)(C)C(C)(C)C)(C(O)C1=CC(=C(C=C1)Cl)Cl)CCC ((R)-4-(tert-Butyl-dimethyl-silanyloxy)-2-propyl-2-[(3,4-dichloro-phenyl)-hydroxy-methyl]-pyrrolidine-1-carboxylic acid tert-butyl ester). Reaction SMILES: [Cl:1][C:2]1[CH:3]=[C:4]([Mg]Br)[CH:5]=[CH:6][C:7]=1[Cl:8].[C:11]([O:15][C:16]([N:18]1[CH2:22][CH:21]([O:23][Si:24]([C:27]([CH3:30])([CH3:29])[CH3:28])([CH3:26])[CH3:25])[CH2:20][C@@:19]1([CH:34]=[O:35])[CH2:31][CH2:32][CH3:33])=[O:17])([CH3:14])([CH3:13])[CH3:12]>>[C:11]([O:15][C:16]([N:18]1[CH2:22][CH:21]([O:23][Si:24]([C:27]([CH3:30])([CH3:29])[CH3:28])([CH3:26])[CH3:25])[CH2:20][C@:19]1([CH2:31][CH2:32][CH3:33])[CH:34]([C:4]1[CH:5]=[CH:6][C:7]([Cl:8])=[C:2]([Cl:1])[CH:3]=1)[OH:35])=[O:17])([CH3:14])([CH3:13])[CH3:12]. Procedure: (R)-4-(tert-Butyl-dimethyl-silanyloxy)-2-propyl-2-[(3,4-dichloro-phenyl)-hydroxy-methyl]-pyrrolidine-1-carboxylic acid tert-butyl ester was prepared by reaction of 3,4-dichlorophenyl magnesium bromide with (R)-4-(tert-Butyl-dimethyl-silanyloxy)-2-formyl-2-propyl-pyrrolidine-1-carboxylic acid tert-butyl ester following the procedure of step 1 of Example 11. The reactants are Intermediate 36, FC(C(=O)O)(F)F.C[C@@H](CCC)OC=1NC(=C2N=C(N=C2N1)OC)N (2-{[(1S)-1-methylbutyl]oxy}-8-(methyloxy)-1H-purin-6-amine trifluoroacetate), BrCCCCCl (1-bromo-4-chlorobutane), N1CCCCCC1 (hexahydro-1H-azepine). The product is N1(CCCCCC1)CCCCN1C2=NC(=NC(=C2N=C1OC)N)O[C@H](CCC)C (9-[4-(Hexahydro-1H-azepin-yl)butyl]-2-{[(1S)-1-methylbutyl]oxy}-8-(methyloxy)-9H-purin-6-amine). Reaction SMILES: FC(F)(F)C(O)=O.[CH3:8][C@H:9]([O:13][C:14]1[NH:15][C:16]([NH2:25])=[C:17]2[C:21]([N:22]=1)=[N:20][C:19]([O:23][CH3:24])=[N:18]2)[CH2:10][CH2:11][CH3:12].Br[CH2:27][CH2:28][CH2:29][CH2:30]Cl.[NH:32]1[CH2:38][CH2:37][CH2:36][CH2:35][CH2:34][CH2:33]1>>[N:32]1([CH2:33][CH2:34][CH2:35][CH2:36][N:20]2[C:19]([O:23][CH3:24])=[N:18][C:17]3[C:21]2=[N:22][C:14]([O:13][C@@H:9]([CH3:8])[CH2:10][CH2:11][CH3:12])=[N:15][C:16]=3[NH2:25])[CH2:38][CH2:37][CH2:30][CH2:29][CH2:28][CH2:27]1 |f:0.1|. Procedure: Prepared similarly to Intermediate 36 from 2-{[(1S)-1-methylbutyl]oxy}-8-(methyloxy)-1H-purin-6-amine trifluoroacetate, 1-bromo-4-chlorobutane, and hexahydro-1H-azepine but with three sequential MDAPs using Method B followed by Method A (×2). The reactants are CC(C)(C)C1CCC(CC1)CO (4-(1,1-dimethylethyl)cyclohexanemethanol), [Cr](=O)(=O)([O-])Cl.[NH+]1=CC=CC=C1 (pyridinium chlorochromate). Run in C(Cl)Cl (CH2Cl2). Conditions: time 1 hour. Product: CC(C)(C)C1CCC(CC1)C=O (4-(1,1-dimethylethyl)cyclohexanecarboxaldehyde). Yield: 86.8%. RXN SMILES: [CH3:1][C:2]([CH:5]1[CH2:10][CH2:9][CH:8]([CH2:11][OH:12])[CH2:7][CH2:6]1)([CH3:4])[CH3:3].[Cr](Cl)([O-])(=O)=O.[NH+]1C=CC=CC=1>C(Cl)Cl>[CH3:4][C:2]([CH:5]1[CH2:6][CH2:7][CH:8]([CH:11]=[O:12])[CH2:9][CH2:10]1)([CH3:1])[CH3:3] |f:1.2|. Procedure: To a solution of 4-(1,1-dimethylethyl)cyclohexanemethanol (1.0 g, 5.9 mmol) in CH2Cl2 (distilled from CaH2) (43 mL) were added at room temperature under argon anhydrous NaOAc (3.84 g, 46.8 mmol). After stirring at room temperature for 5 minutes pyridinium chlorochromate (3.84 g, 17.8 mmol) was added and after stirring for 1 h at room temperature, the reaction was quenched by addition of ethyl ether (200 mL). The crude reaction was filtered through a Fluorasil column to give crude 4-(1,1-dimethyl... Yield: 54.7%. As a reaction SMILES: [F:1][C:2]1[CH:8]=[CH:7][CH:6]=[CH:5][C:3]=1[NH2:4].C1(S([N:18]2[C:22]3=[N:23][CH:24]=[CH:25][CH:26]=[C:21]3[C:20]([C:27]3[CH:32]=[CH:31][N:30]=[C:29](Cl)[N:28]=3)=[CH:19]2)(=O)=O)C=CC=CC=1>>[F:1][C:2]1[CH:8]=[CH:7][CH:6]=[CH:5][C:3]=1[NH:4][C:29]1[N:28]=[C:27]([C:20]2[C:21]3[C:22](=[N:23][CH:24]=[CH:25][CH:26]=3)[NH:18][CH:19]=2)[CH:32]=[CH:31][N:30]=1. Reactants: FC1=C(N)C=CC=C1 (2-fluoroaniline), C1(=CC=CC=C1)S(=O)(=O)N1C=C(C=2C1=NC=CC2)C2=NC(=NC=C2)Cl (1-benzenesulfonyl-3-(2-chloro-pyrimidin-4-yl)-1H-pyrrolo[2,3-b]pyridine). Procedure: Using the procedure of example 1, 2-fluoroaniline (90 mg) was reacted with compound 1f (100 mg) to provide compound 31 (45 mg, 55%). 1H NMR (400 MHz, CD3OD) δ 8.73 (d, J=8.0 Hz, 1H), 8.29 (d, J=5.2 Hz, 1H), 8.26 (m, 1H), 8.24 (s, 1H), 8.04 (t, J=8.0 Hz, 1H), 7.25 (d, J=5.6 Hz, 1H), 7.22-7.14 (m, 4H). MS (ESI) m/z: 306 (M+H)+. Yields the product FC1=C(C=CC=C1)NC1=NC=CC(=N1)C1=CNC2=NC=CC=C21 ((2-Fluorophenyl)-[4-(1H-pyrrolo[2,3-b]pyridin-3-yl)-pyrimidin-2-yl]-amine).